describe an organic reaction: reactants, conditions, products, and yield From a dataset of the Open Reaction Database (ORD), a public repository of structured organic reaction records. Reactants: C1=CC2=C(C=C1C(=O)C3=CC4=C(C=C3)C(=O)OC4=O)C(=O)OC2=O (benzophenone tetracarboxylic dianhydride). Run in CO (methanol), CO (methanol). Product: C(C1=CC=CC=C1)(=O)C1=CC=CC=C1 (benzophenone). RXN SMILES: [CH:1]1[C:6]([C:7]([C:9]2[CH:14]=[CH:13][C:12]3C(OC(=O)[C:11]=3[CH:10]=2)=O)=[O:8])=[CH:5][C:4]2C(OC(=O)[C:3]=2[CH:2]=1)=O>CO>[C:7]([C:9]1[CH:14]=[CH:13][CH:12]=[CH:11][CH:10]=1)(=[O:8])[C:6]1[CH:1]=[CH:2][CH:3]=[CH:4][CH:5]=1. Procedure: To a 1 liter flask were added 420.00 g of benzophenone tetracarboxylic dianhydride and 503.52 g of methanol, a 50% by weight methanol solution of (A1) was prepared in the same manner as that of the process I of Example 1. Starting materials: C(C)OC(CC1=CC(=C(C=C1)OC)C1=NC2=CC=CC=C2C=C1CN(CC)C(=O)OC(C)(C)C)=O ((3-{3-[(tert-Butoxycarbonyl-ethyl-amino)-methyl]-quinolin-2-yl}-4-methoxy-phenyl)-acetic acid ethyl ester), Cl (hydrogen chloride). The solvent is C(Cl)Cl (CH2Cl2). Yields the product Cl.Cl.C(C)OC(CC1=CC(=C(C=C1)OC)C1=NC2=CC=CC=C2C=C1CNCC)=O ([3-(3-Ethylaminomethyl-quinolin-2-yl)-4-methoxy-phenyl]-acetic acid ethyl ester, dihydrochloride). Reaction SMILES: [CH2:1]([O:3][C:4](=[O:35])[CH2:5][C:6]1[CH:11]=[CH:10][C:9]([O:12][CH3:13])=[C:8]([C:14]2[C:23]([CH2:24][N:25](C(OC(C)(C)C)=O)[CH2:26][CH3:27])=[CH:22][C:21]3[C:16](=[CH:17][CH:18]=[CH:19][CH:20]=3)[N:15]=2)[CH:7]=1)[CH3:2].[ClH:36]>C(Cl)Cl>[ClH:36].[ClH:36].[CH2:1]([O:3][C:4](=[O:35])[CH2:5][C:6]1[CH:11]=[CH:10][C:9]([O:12][CH3:13])=[C:8]([C:14]2[C:23]([CH2:24][NH:25][CH2:26][CH3:27])=[CH:22][C:21]3[C:16](=[CH:17][CH:18]=[CH:19][CH:20]=3)[N:15]=2)[CH:7]=1)[CH3:2] |f:3.4.5|. Reported procedure: (3-{3-[(tert-Butoxycarbonyl-ethyl-amino)-methyl]-quinolin-2-yl}-4-methoxy-phenyl)-acetic acid ethyl ester (1.18 g, 2.46 mmol) in CH2Cl2 (10 mL) was treated with hydrogen chloride (4N in 1,4-dioxane; 5 mL, 20.0 mmol) at room temperature for 3 hours. The mixture was concentrated to give the title compound. Starting materials: [N+]1(=C2C(=CC=C1)C(CC2)C(=O)OC)[O-] (methyl 6,7-dihydro-5H-cyclopenta[b]pyridine-5-carboxylate 1-oxide), C(C)(C)(C)N (tert-butylamine), C1(=CC=C(C=C1)S(=O)(=O)OS(=O)(=O)C1=CC=C(C=C1)C)C (p-toluenesulfonic anhydride). Run in CF3 toluene, C(Cl)(Cl)Cl (CHCl3). Conditions: temperature 0 celsius. Yields the product NC1=CC=C2C(=N1)CCC2C(=O)OC (methyl 2-amino-6,7-dihydro-5H-cyclopenta[b]pyridine-5-carboxylate). RXN SMILES: [N+:1]1([O-])[CH:6]=[CH:5][CH:4]=[C:3]2[CH:7]([C:10]([O:12][CH3:13])=[O:11])[CH2:8][CH2:9][C:2]=12.C([NH2:19])(C)(C)C.C1(C)C=CC(S(OS(C2C=CC(C)=CC=2)(=O)=O)(=O)=O)=CC=1>C(Cl)(Cl)Cl>[NH2:19][C:6]1[N:1]=[C:2]2[CH2:9][CH2:8][CH:7]([C:10]([O:12][CH3:13])=[O:11])[C:3]2=[CH:4][CH:5]=1. Procedure details: To a solution of methyl 6,7-dihydro-5H-cyclopenta[b]pyridine-5-carboxylate 1-oxide (700 mg, 3.6 mmol) in CF3-toluene (20 mL) and CHCl3 (20 mL) was added tert-butylamine (3.8 mL, 36 mmol). The solution was cooled to 0° C. in an ice bath. To the solution was added p-toluenesulfonic anhydride (3.5 g, 10.9 mmol) in small portions until all SM was consumed according to LC-MS. The volatiles were removed under reduced pressure, and the residue was redissolved in TFA (20 mL). The dark solution was heate... The reactants are OO (hydrogen peroxide), C1(=CC=CC=C1)OB(O)O (phenylboric acid), O (water), CC1=C(C(=CC(=C1)Br)C)OC (2,6-dimethyl-4-bromoanisole), C1(=CC=CC=C1)C (toluene), C1(=CC=CC=C1)OB(O)O (phenylboric acid). Reagents/catalysts: [Pd].C1(=CC=CC=C1)P(C1=CC=CC=C1)C1=CC=CC=C1.C1(=CC=CC=C1)P(C1=CC=CC=C1)C1=CC=CC=C1.C1(=CC=CC=C1)P(C1=CC=CC=C1)C1=CC=CC=C1.C1(=CC=CC=C1)P(C1=CC=CC=C1)C1=CC=CC=C1 (tetrakis (triphenylphosphine) palladium). Run in C(C)O (ethanol), C([O-])([O-])=O.[Na+].[Na+] (sodium carbonate), C(C)O (ethanol). Reaction conditions: temperature 25 celsius, time 1 hour. Product: CC1=C(C(=CC(=C1)OC)C)C1=CC=CC=C1 (2,6-dimethyl-4-methoxybiphenyl). As a reaction SMILES: [CH3:1][C:2]1[CH:7]=[C:6](Br)[CH:5]=[C:4]([CH3:9])[C:3]=1OC.[C:12]1(OB(O)O)[CH:17]=[CH:16][CH:15]=[CH:14][CH:13]=1.OO.[OH2:24].[C:25]1(C)C=CC=CC=1>C(=O)([O-])[O-].[Na+].[Na+].C(O)C.[Pd].C1(P(C2C=CC=CC=2)C2C=CC=CC=2)C=CC=CC=1.C1(P(C2C=CC=CC=2)C2C=CC=CC=2)C=CC=CC=1.C1(P(C2C=CC=CC=2)C2C=CC=CC=2)C=CC=CC=1.C1(P(C2C=CC=CC=2)C2C=CC=CC=2)C=CC=CC=1>[CH3:1][C:2]1[CH:7]=[C:6]([O:24][CH3:25])[CH:5]=[C:4]([CH3:9])[C:3]=1[C:12]1[CH:17]=[CH:16][CH:15]=[CH:14][CH:13]=1 |f:5.6.7,9.10.11.12.13|. Procedure details: To a mixture of 2,6-dimethyl-4-bromoanisole (4.14 g) and tetrakis (triphenylphosphine) palladium (0.69 g) in toluene (40 ml) and 2.0 molar aqueous sodium carbonate (20 ml) was added phenylboric acid (2. 7 g) in ethanol (10 ml). The reaction was heated at reflux for 16 hours, at which time a solution of phenylboric acid (1.0 g) in ethanol (3 ml) was added. The reaction was heated at reflux for a further 6 hours and then cooled to 25° C., and 30% hydrogen peroxide (1.0 ml) was added. The mixture w... The reactants are CCN(C(C)C)C(C)C, O=C(Cl)Oc1ccc(Cl)cc1, ClCCl, Cl, [Na+], O=C([O-])O, CNC1CCC(OCCC(=O)N(C)CCCO)CC1. The product is CN(CCCO)C(=O)CCOC1CCC(N(C)C(=O)Oc2ccc(Cl)cc2)CC1. RXN SMILES: [CH:21]([N:22]([CH2:23][CH3:24])[CH:25]([CH3:26])[CH3:27])([CH3:28])[CH3:29].[Cl:30][C:31](=[O:32])[O:33][c:34]1[cH:35][cH:36][c:37]([Cl:40])[cH:38][cH:39]1.[Cl:46][CH2:47][Cl:48].[ClH:1].[Na+:45].[O-:41][C:42]([OH:43])=[O:44].[OH:2][CH2:3][CH2:4][CH2:5][N:6]([C:7]([CH2:8][CH2:9][O:10][CH:11]1[CH2:12][CH2:13][CH:14]([NH:17][CH3:18])[CH2:15][CH2:16]1)=[O:19])[CH3:20]>>[OH:2][CH2:3][CH2:4][CH2:5][N:6]([C:7]([CH2:8][CH2:9][O:10][CH:11]1[CH2:12][CH2:13][CH:14]([N:17]([CH3:18])[C:31](=[O:32])[O:33][c:34]2[cH:35][cH:36][c:37]([Cl:40])[cH:38][cH:39]2)[CH2:15][CH2:16]1)=[O:19])[CH3:20]. The reactants are CSC1=NC(=O)C(=Cc2ccc3c(cnn3Cc3ccc(C(F)(F)F)cc3C(F)(F)F)c2)S1, C1CNCCNC1. Product: O=C1N=C(N2CCCNCC2)SC1=Cc1ccc2c(cnn2Cc2ccc(C(F)(F)F)cc2C(F)(F)F)c1. RXN SMILES: [F:1][C:2]([c:3]1[c:4]([CH2:5][n:6]2[n:7][cH:8][c:9]3[cH:10][c:11]([CH:15]=[C:16]4[C:17](=[O:23])[N:18]=[C:19]([S:21][CH3:22])[S:20]4)[cH:12][cH:13][c:14]23)[cH:24][cH:25][c:26]([C:28]([F:29])([F:30])[F:31])[cH:27]1)([F:32])[F:33].[NH:34]1[CH2:35][CH2:36][NH:37][CH2:38][CH2:39][CH2:40]1>>[F:1][C:2]([c:3]1[c:4]([CH2:5][n:6]2[n:7][cH:8][c:9]3[cH:10][c:11]([CH:15]=[C:16]4[C:17](=[O:23])[N:18]=[C:19]([N:34]5[CH2:35][CH2:36][NH:37][CH2:38][CH2:39][CH2:40]5)[S:20]4)[cH:12][cH:13][c:14]23)[cH:24][cH:25][c:26]([C:28]([F:29])([F:30])[F:31])[cH:27]1)([F:32])[F:33]. Reactants: C(C)(C)(C)OC(CCC1=C(C=C(C=C1)O)COC1=CC=C(C=C1)C(F)(F)F)=O (3-[4-hydroxy-2-(4-trifluoromethylphenoxymethyl)phenyl]propionic acid tert-butyl ester), C1(=CC=C(C=C1)C=1OC(=C(N1)CCOS(=O)(=O)C1=CC=C(C=C1)C)C)C1=CC=CC=C1 (toluene-4-sulfonic acid 2-(2-biphenyl-4-yl-5-methyloxazol-4-yl)ethyl ester), CN(C)C=O (DMF), C([O-])([O-])=O.[Cs+].[Cs+] (cesium carbonate), ester. The solvent is CCOCC (ether). Conditions: time 16 hour. Product: C1(=CC=C(C=C1)C=1OC(=C(N1)CCOC1=CC(=C(C=C1)CCC(=O)O)COC1=CC=C(C=C1)C(F)(F)F)C)C1=CC=CC=C1 (3-[4-[2-(2-Biphenyl-4-yl-5-methyloxazol-4-yl)ethoxy]-2-(4-trifluoromethylphenoxy-methyl)-phenyl]-propionic acid). The yield is 71.0%. RXN SMILES: C(OC(=O)C[CH2:8][C:9]1[CH:14]=[CH:13][C:12]([OH:15])=[CH:11][C:10]=1[CH2:16][O:17][C:18]1[CH:23]=[CH:22][C:21]([C:24]([F:27])([F:26])[F:25])=[CH:20][CH:19]=1)(C)(C)C.[C:29]1([C:54]2[CH:59]=[CH:58][CH:57]=[CH:56][CH:55]=2)[CH:34]=[CH:33][C:32]([C:35]2[O:36][C:37]([CH3:53])=[C:38]([CH2:40][CH2:41]OS(C3C=CC(C)=CC=3)(=O)=O)[N:39]=2)=[CH:31][CH:30]=1.[CH3:60]N(C=O)C.[C:65](=[O:68])([O-])[O-:66].[Cs+].[Cs+]>CCOCC>[C:29]1([C:54]2[CH:55]=[CH:56][CH:57]=[CH:58][CH:59]=2)[CH:34]=[CH:33][C:32]([C:35]2[O:36][C:37]([CH3:53])=[C:38]([CH2:40][CH2:41][O:15][C:12]3[CH:13]=[CH:14][C:9]([CH2:8][CH2:60][C:65]([OH:66])=[O:68])=[C:10]([CH2:16][O:17][C:18]4[CH:23]=[CH:22][C:21]([C:24]([F:25])([F:27])[F:26])=[CH:20][CH:19]=4)[CH:11]=3)[N:39]=2)=[CH:31][CH:30]=1 |f:3.4.5|. Procedure: General procedure for parallel synthesis using, the DynaVac Carousel apparatus: A 50 mL glass tube with screw cap and nitrogen inlet was charged with 3-[4-hydroxy-2-(4-trifluoromethylphenoxymethyl)phenyl]propionic acid tert-butyl ester (0.050 g, 0.146 mmol), toluene-4-sulfonic acid 2-(2-biphenyl-4-yl-5-methyloxazol-4-yl)ethyl ester (0.078 g, 0.18 mmol), anhydrous DMF (0.5 mL), and then cesium carbonate (0.072 g, 0.22 mmol). The mixture was stirred at ambient temperature for 16 h. MS analysis of ...